Dataset: the Open Reaction Database (ORD), a public repository of structured organic reaction records. Task: describe an organic reaction: reactants, conditions, products, and yield The reactants are CC(=O)c1ccc(B(O)O)cc1, Clc1nc(Nc2cc[nH]n2)cc2ccccc12. Product: CC(=O)c1ccc(-c2nc(Nc3cc[nH]n3)cc3ccccc23)cc1. As a reaction SMILES: [C:18]([CH3:19])(=[O:20])[c:21]1[cH:22][cH:23][c:24]([B:27]([OH:28])[OH:29])[cH:25][cH:26]1.[Cl:1][c:2]1[n:3][c:4]([NH:12][c:13]2[n:14][nH:15][cH:16][cH:17]2)[cH:5][c:6]2[cH:7][cH:8][cH:9][cH:10][c:11]12>>[c:2]1(-[c:24]2[cH:23][cH:22][c:21]([C:18]([CH3:19])=[O:20])[cH:26][cH:25]2)[n:3][c:4]([NH:12][c:13]2[n:14][nH:15][cH:16][cH:17]2)[cH:5][c:6]2[cH:7][cH:8][cH:9][cH:10][c:11]12. The reactants are CC(=O)C(C)(C)C (t-butyl methyl ketone), C(C)(C)(C)C(=O)C=O (t-butylglyoxal), CC(C)=NO (acetone oxime), C(C)(C)(C)C(=O)C=O (t-butylglyoxal). Yields the product oxime, C(C)(C)(C)C(C=O)=NO (t-butylglyoxal oxime). As a reaction SMILES: CC(C(C)(C)C)=O.[C:8]([C:12]([CH:14]=[O:15])=O)([CH3:11])([CH3:10])[CH3:9].CC(=[N:19][OH:20])C>>[C:8]([C:12](=[N:19][OH:20])[CH:14]=[O:15])([CH3:11])([CH3:10])[CH3:9]. Procedure: Yet another oxime intermediate is prepared from t-butyl methyl ketone, which is first transformed into t-butylglyoxal using the procedure of Fuson et al., J. Am. Chem. Soc. 61, 1938 (1939). The t-butylglyoxal, in aqueous solution at pH 4-5, is allowed to react with acetone oxime (commercially available) at about room temperature for about two days. The reaction product mixture is worked up by extracting it with ether, and the t-butylglyoxal oxime is isolated from the ether extract as colorless n... The reactants are COC(=O)COc1ccc(OCC=C(I)c2ccc(Br)cc2)cc1C, CC(C)(C)P(C(C)(C)C)C(C)(C)C, C1CCCCC1, CN(C)C=O, CCCC[Sn](CCCC)(CCCC)c1cc2ccccc2s1. Product: COC(=O)COc1ccc(OCC=C(c2ccc(Br)cc2)c2cc3ccccc3s2)cc1C. As a reaction SMILES: [Br:1][c:2]1[cH:3][cH:4][c:5]([C:8](=[CH:9][CH2:10][O:11][c:12]2[cH:13][c:14]([CH3:24])[c:15]([O:16][CH2:17][C:18](=[O:19])[O:20][CH3:21])[cH:22][cH:23]2)[I:25])[cH:6][cH:7]1.[C:48]([P:49]([C:50]([CH3:51])([CH3:52])[CH3:53])[C:54]([CH3:55])([CH3:56])[CH3:57])([CH3:58])([CH3:59])[CH3:60].[CH2:61]1[CH2:62][CH2:63][CH2:64][CH2:65][CH2:66]1.[CH3:67][N:68]([CH3:69])[CH:70]=[O:71].[s:26]1[c:27]2[c:28]([cH:29][c:30]1[Sn:31]([CH2:32][CH2:33][CH2:34][CH3:35])([CH2:36][CH2:37][CH2:38][CH3:39])[CH2:40][CH2:41][CH2:42][CH3:43])[cH:44][cH:45][cH:46][cH:47]2>>[Br:1][c:2]1[cH:3][cH:4][c:5]([C:8](=[CH:9][CH2:10][O:11][c:12]2[cH:13][c:14]([CH3:24])[c:15]([O:16][CH2:17][C:18](=[O:19])[O:20][CH3:21])[cH:22][cH:23]2)[c:30]2[s:26][c:27]3[c:28]([cH:29]2)[cH:44][cH:45][cH:46][cH:47]3)[cH:6][cH:7]1. The reactants are C(=O)(O)[O-].[Na+] (NaHCO3), ClC1=CC=C2C(=CC=NC2=C1)C1=CC=CC=C1 (7-Chloro-4-phenylquinoline), C1=CC(=CC(=C1)Cl)C(=O)OO (m-CPBA), CN(C(=O)Cl)C (N,N-Dimethylcarbamoyl chloride), C[Si](C)(C)C#N (trimethylsilyl cyanide). Run in C(Cl)(Cl)Cl (chloroform). Conditions: time 2 day. Yields the product ClC1=CC=C2C(=CC(=NC2=C1)C#N)C1=CC=CC=C1 (7-chloro-4-phenylquinoline-2-carbonitrile). RXN SMILES: [Cl:1][C:2]1[CH:11]=[C:10]2[C:5]([C:6]([C:12]3[CH:17]=[CH:16][CH:15]=[CH:14][CH:13]=3)=[CH:7][CH:8]=[N:9]2)=[CH:4][CH:3]=1.C1C=C(Cl)C=C(C(OO)=O)C=1.[CH3:29][N:30](C)C(Cl)=O.C[Si](C#N)(C)C.C([O-])(O)=O.[Na+]>C(Cl)(Cl)Cl>[Cl:1][C:2]1[CH:11]=[C:10]2[C:5]([C:6]([C:12]3[CH:17]=[CH:16][CH:15]=[CH:14][CH:13]=3)=[CH:7][C:8]([C:29]#[N:30])=[N:9]2)=[CH:4][CH:3]=1 |f:4.5|. Reported procedure: A solution of 7-chloro-4-phenylquinoline (Example 39, Step 1) (3.0 g, 12.5 mmol) and m-CPBA (2.6 g, 15.0 mmol) in chloroform (50 mL) was stirred at room temperature for 3 h. The reaction was quenched with saturated aqueous NaHCO3 solution and extracted twice with dichloromethane. The combined organic layers were washed with water, brine, and dried over anhydrous MgSO4. The solvent was removed under reduced pressure and the resulting crude product was dissolved in chloroform (50 mL). N,N-Dimethyl...